This data is from the Open Reaction Database (ORD), a public repository of structured organic reaction records. The task is: describe an organic reaction: reactants, conditions, products, and yield The reactants are COCCN, COCCOC, CS(=O)c1nc(N)nc(-c2ccco2)c1Cl. The product is COCCNc1nc(N)nc(-c2ccco2)c1Cl. RXN SMILES: [CH3:17][O:18][CH2:19][CH2:20][NH2:21].[CH3:22][O:23][CH2:24][CH2:25][O:26][CH3:27].[Cl:1][c:2]1[c:3](-[c:12]2[o:13][cH:14][cH:15][cH:16]2)[n:4][c:5]([NH2:11])[n:6][c:7]1[S:8]([CH3:9])=[O:10]>>[Cl:1][c:2]1[c:3](-[c:12]2[o:13][cH:14][cH:15][cH:16]2)[n:4][c:5]([NH2:11])[n:6][c:7]1[NH:21][CH2:20][CH2:19][O:18][CH3:17]. Starting materials: Cl.C(C)C1=C(C(=N)N)C=CC(=C1NCCC1=CC=CC=C1)N (ethyl 4-amino-3-phenethylaminobenzamidine hydrochloride), N (ammonia). The solvent is C(C)O (ethanol). The product is Cl.NC1=C(C=C(C(=N)N)C=C1)NCCC1=CC=CC=C1 (4-amino-3-phenethylaminobenzamidine hydrochloride). The yield is 57.1%. As a reaction SMILES: [ClH:1].C([C:4]1[C:12]([NH:13][CH2:14][CH2:15][C:16]2[CH:21]=[CH:20][CH:19]=[CH:18][CH:17]=2)=[C:11]([NH2:22])[CH:10]=[CH:9][C:5]=1[C:6]([NH2:8])=[NH:7])C.N>C(O)C>[ClH:1].[NH2:22][C:11]1[CH:10]=[CH:9][C:5]([C:6]([NH2:8])=[NH:7])=[CH:4][C:12]=1[NH:13][CH2:14][CH2:15][C:16]1[CH:21]=[CH:20][CH:19]=[CH:18][CH:17]=1 |f:0.1,4.5|. Procedure: A mixture comprising ethyl 4-amino-3-phenethylaminobenzamidine hydrochloride (0.68, 2.1 mmol) and 2M ammonia in ethanol (20 mL) was heated at 90° C. in a sealed reaction container for 2.5 hours. The container was vented and the mixture was concentrated under reduced pressure to provide 4-amino-3-phenethylaminobenzamidine hydrochloride (0.4 g, 1.2 mmol) as a brown foam. 1H-NMR (300 Mhz, DMSO-d6): 2.9 (t, 2H), 3.4 (m, 2H), 5.1 (m, 1H), 5.8 (s, 2H), 6.6 (d, 1H), 6.8 (s, 1H), 7.1 (d, 1H), 7.3 (m, 5H...